Dataset: the Open Reaction Database (ORD), a public repository of structured organic reaction records. Task: describe an organic reaction: reactants, conditions, products, and yield The reactants are O=C(O)CCCCc1cn(-c2cccnc2)c2ccccc12, Cl, NS(N)(=O)=O, O, O=S(Cl)Cl, O=S1(=O)CCCC1, Cc1ccc(S(=O)(=O)O)cc1. Yields the product N#CCCCCc1cn(-c2cccnc2)c2ccccc12. RXN SMILES: [C:1]([OH:2])(=[O:3])[CH2:4][CH2:5][CH2:6][CH2:7][c:8]1[cH:9][n:10](-[c:17]2[cH:18][n:19][cH:20][cH:21][cH:22]2)[c:11]2[cH:12][cH:13][cH:14][cH:15][c:16]12.[ClH:44].[NH2:23][S:24](=[O:25])(=[O:26])[NH2:27].[OH2:32].[S:28]([Cl:29])([Cl:30])=[O:31].[S:45]1(=[O:50])(=[O:51])[CH2:46][CH2:47][CH2:48][CH2:49]1.[c:33]1([CH3:34])[cH:35][cH:36][c:37]([S:38]([OH:39])(=[O:40])=[O:41])[cH:42][cH:43]1>>[C:1]([CH2:4][CH2:5][CH2:6][CH2:7][c:8]1[cH:9][n:10](-[c:17]2[cH:18][n:19][cH:20][cH:21][cH:22]2)[c:11]2[cH:12][cH:13][cH:14][cH:15][c:16]12)#[N:23]. Reactants: C(=O)C=1C(=NN(C1)C1=CC=CC=C1)OCC1=CC(=C(OCC=2N=C(OC2C)C2=CC=C(O2)C(=O)OCC)C=C1)OC (ethyl 5-{4-[(4-{[(4-formyl-1-phenyl-1H-pyrazol-3-yl)oxy]methyl}-2-methoxyphenoxy)methyl]-5-methyl-1,3-oxazol-2-yl}-2-furancarboxylate), C(P(OCC)(OCC)=O)P(OCC)(OCC)=O (tetraethyl methylenediphosphonate), CN(C=O)C (N,N-dimethylformamide), [H-].[Na+] (sodium hydride). Run in O (Water). Reaction conditions: time 2 hour. Yields the product C(C)OP(=O)(OCC)/C=C/C=1C(=NN(C1)C1=CC=CC=C1)OCC1=CC(=C(OCC=2N=C(OC2C)C2=CC=C(O2)C(=O)OCC)C=C1)OC (ethyl 5-[4-({4-[({4-[(E)-2-(diethoxyphosphoryl)ethenyl]-1-phenyl-1H-pyrazol-3-yl}oxy)methyl]-2-methoxyphenoxy}methyl)-5-methyl-1,3-oxazol-2-yl]-2-furancarboxylate). Yield: 47.2%. RXN SMILES: [CH:1]([C:3]1[C:4]([O:14][CH2:15][C:16]2[CH:39]=[CH:38][C:19]([O:20][CH2:21][C:22]3[N:23]=[C:24]([C:28]4[O:32][C:31]([C:33]([O:35][CH2:36][CH3:37])=[O:34])=[CH:30][CH:29]=4)[O:25][C:26]=3[CH3:27])=[C:18]([O:40][CH3:41])[CH:17]=2)=[N:5][N:6]([C:8]2[CH:13]=[CH:12][CH:11]=[CH:10][CH:9]=2)[CH:7]=1)=O.[CH2:42]([P:51](=[O:58])([O:55][CH2:56][CH3:57])[O:52][CH2:53][CH3:54])P(=O)(OCC)OCC.CN(C)C=O.[H-].[Na+]>O>[CH2:56]([O:55][P:51](/[CH:42]=[CH:1]/[C:3]1[C:4]([O:14][CH2:15][C:16]2[CH:39]=[CH:38][C:19]([O:20][CH2:21][C:22]3[N:23]=[C:24]([C:28]4[O:32][C:31]([C:33]([O:35][CH2:36][CH3:37])=[O:34])=[CH:30][CH:29]=4)[O:25][C:26]=3[CH3:27])=[C:18]([O:40][CH3:41])[CH:17]=2)=[N:5][N:6]([C:8]2[CH:9]=[CH:10][CH:11]=[CH:12][CH:13]=2)[CH:7]=1)([O:52][CH2:53][CH3:54])=[O:58])[CH3:57] |f:3.4|. Procedure: To a mixture of ethyl 5-{4-[(4-{[(4-formyl-1-phenyl-1H-pyrazol-3-yl)oxy]methyl}-2-methoxyphenoxy)methyl]-5-methyl-1,3-oxazol-2-yl}-2-furancarboxylate (0.70 g), tetraethyl methylenediphosphonate (0.40 g) and N,N-dimethylformamide (20 mL) was added sodium hydride (60% in oil, 0.06 g) at room temperature, and the mixture was stirred at the same temperature for 2 hrs. Water was poured into the reaction mixture, and the mixture was extracted with ethyl acetate. The organic layer was washed with satur...